From a dataset of the Open Reaction Database (ORD), a public repository of structured organic reaction records. describe an organic reaction: reactants, conditions, products, and yield Starting materials: NC1=CC=C2C(NC(=NC2=C1)C1=C(C=CC=C1)OCCC)=O (7-amino-2-(2-propoxyphenyl)-4(3H)-quinazolinone), COC(OC)OC (trimethylortho-formate). Yields the product CNC1=CC=C2C(NC(=NC2=C1)C1=C(C=CC=C1)OCCC)=O (7-methylamino-2-(2-propoxyphenyl)-4(3H)-quinazolinone). Reaction SMILES: [NH2:1][C:2]1[CH:11]=[C:10]2[C:5]([C:6](=[O:22])[NH:7][C:8]([C:12]3[CH:17]=[CH:16][CH:15]=[CH:14][C:13]=3[O:18][CH2:19][CH2:20][CH3:21])=[N:9]2)=[CH:4][CH:3]=1.[CH3:23]OC(OC)OC>>[CH3:23][NH:1][C:2]1[CH:11]=[C:10]2[C:5]([C:6](=[O:22])[NH:7][C:8]([C:12]3[CH:17]=[CH:16][CH:15]=[CH:14][C:13]=3[O:18][CH2:19][CH2:20][CH3:21])=[N:9]2)=[CH:4][CH:3]=1. Procedure details: 7-amino-2-(2-propoxyphenyl)-4(3H)-quinazolinone (0.5 g) was heated under reflux in trimethylortho-formate (5 ml) for 22 hours. The reaction mixture was evaporated to dryness, the residue dissolved in dry tetrahydrofuran and treated with sodium borohydride (0.3 g) and 4A molecular sieves for 24 hours. The reaction mixture was partitioned between water and dichloromethane, the organic layer separated, dried (magnesium sulphate) and evaporated. The residue was recrystallized from dichloromethane-di... Starting materials: [BH3-]C#N, CCOC(=O)CNc1cc(-c2noc(-c3sccc3Cl)n2)ccc1Cl, CC(=O)O, [Na+], [Na+], [OH-]. The product is CCOC(=O)CN(C)c1cc(-c2noc(-c3sccc3Cl)n2)ccc1Cl. RXN SMILES: [C:26]([BH3-:27])#[N:28].[CH2:1]([CH3:2])[O:3][C:4]([CH2:5][NH:6][c:7]1[c:8]([Cl:24])[cH:9][cH:10][c:11](-[c:13]2[n:14][o:15][c:16](-[c:18]3[s:19][cH:20][cH:21][c:22]3[Cl:23])[n:17]2)[cH:12]1)=[O:25].[CH3:32][C:33](=[O:34])[OH:35].[Na+:29].[Na+:31].[OH-:30]>>[CH2:1]([CH3:2])[O:3][C:4]([CH2:5][N:6]([c:7]1[c:8]([Cl:24])[cH:9][cH:10][c:11](-[c:13]2[n:14][o:15][c:16](-[c:18]3[s:19][cH:20][cH:21][c:22]3[Cl:23])[n:17]2)[cH:12]1)[CH3:26])=[O:25]. Reactants: CO, COC(=O)c1ccc(C=CC2CC(NS(=O)(=O)c3ccc(Cl)cc3)CN2S(=O)(=O)c2ccc(Cl)cc2)cc1, [Na+], [OH-]. The product is O=C(O)c1ccc(C=CC2CC(NS(=O)(=O)c3ccc(Cl)cc3)CN2S(=O)(=O)c2ccc(Cl)cc2)cc1. RXN SMILES: [CH3:39][OH:40].[Cl:1][c:2]1[cH:3][cH:4][c:5]([S:8](=[O:9])(=[O:10])[N:11]2[CH:12]([CH:27]=[CH:28][c:29]3[cH:30][cH:31][c:32]([C:35](=[O:36])[O:37][CH3:38])[cH:33][cH:34]3)[CH2:13][CH:14]([NH:16][S:17](=[O:18])(=[O:19])[c:20]3[cH:21][cH:22][c:23]([Cl:26])[cH:24][cH:25]3)[CH2:15]2)[cH:6][cH:7]1.[Na+:42].[OH-:41]>>[Cl:1][c:2]1[cH:3][cH:4][c:5]([S:8](=[O:9])(=[O:10])[N:11]2[CH:12]([CH:27]=[CH:28][c:29]3[cH:30][cH:31][c:32]([C:35](=[O:36])[OH:37])[cH:33][cH:34]3)[CH2:13][CH:14]([NH:16][S:17](=[O:18])(=[O:19])[c:20]3[cH:21][cH:22][c:23]([Cl:26])[cH:24][cH:25]3)[CH2:15]2)[cH:6][cH:7]1. Procedure details: The scheme (A) indicates that a regioselectively silylated compound, i.e., bis-triethylsilyl-PGF2α, triethylsilyl ester, can be obtained by reacting PGF2α, with TESiD under 15˜35° C. for 18˜36 hours. Next, the oxidation of the 9-hydroxy group into ketone group is carried out by reacting with a Cr (VI)-based reagent under 15˜35° C. for 10˜15 minutes or activated dimethyl sulfoxide reagent under −78° C. for 2˜3 hours. Last, PGE2 is obtained via a desilylation reaction performed in an acidic aqueou... Solvent: CS(=O)C (dimethyl sulfoxide). Product: CCCCC[C@@H](/C=C/[C@H]1[C@@H](CC(=O)[C@@H]1C/C=C\CCCC(=O)O)O)O (PGE2). The reactants are bis-triethylsilyl-PGF2α, Cr, VI, triethylsilyl ester, CCCCC[C@@H](/C=C/[C@H]1[C@@H](C[C@@H]([C@@H]1C/C=C\CCCC(=O)O)O)O)O (PGF2α). As a reaction SMILES: [CH3:1][CH2:2][CH2:3][CH2:4][CH2:5][C@H:6]([OH:25])/[CH:7]=[CH:8]/[C@@H:9]1[C@@H:13]([CH2:14]/[CH:15]=[CH:16]\[CH2:17][CH2:18][CH2:19][C:20]([OH:22])=[O:21])[C@@H:12]([OH:23])[CH2:11][C@H:10]1[OH:24]>CS(C)=O>[CH3:1][CH2:2][CH2:3][CH2:4][CH2:5][C@H:6]([OH:25])/[CH:7]=[CH:8]/[C@@H:9]1[C@@H:13]([CH2:14]/[CH:15]=[CH:16]\[CH2:17][CH2:18][CH2:19][C:20]([OH:22])=[O:21])[C:12](=[O:23])[CH2:11][C@H:10]1[OH:24]. Starting materials: O=C([O-])[O-], Cn1c(=O)[nH]c(=O)c2c1ncn2Cc1ccc(C(=O)c2ccc(Cl)cc2)cc1, CC(C)I, [K+], [K+], CN(C)C=O, O. Yields the product CC(C)n1c(=O)c2c(ncn2Cc2ccc(C(=O)c3ccc(Cl)cc3)cc2)n(C)c1=O. Reaction SMILES: [C:29](=[O:30])([O-:31])[O-:32].[CH3:1][n:2]1[c:3](=[O:28])[nH:4][c:5](=[O:27])[c:6]2[n:7]([CH2:11][c:12]3[cH:13][cH:14][c:15]([C:18]([c:19]4[cH:20][cH:21][c:22]([Cl:25])[cH:23][cH:24]4)=[O:26])[cH:16][cH:17]3)[cH:8][n:9][c:10]12.[CH:35]([CH3:36])([CH3:37])[I:38].[K+:33].[K+:34].[O:39]=[CH:40][N:41]([CH3:42])[CH3:43].[OH2:44]>>[CH3:1][n:2]1[c:3](=[O:28])[n:4]([CH:35]([CH3:36])[CH3:37])[c:5](=[O:27])[c:6]2[n:7]([CH2:11][c:12]3[cH:13][cH:14][c:15]([C:18]([c:19]4[cH:20][cH:21][c:22]([Cl:25])[cH:23][cH:24]4)=[O:26])[cH:16][cH:17]3)[cH:8][n:9][c:10]12. Reactants: O=C(Nc1ccc(F)c(C(O)c2c[nH]c3ncccc23)c1F)OCc1ccccc1, C1CCOC1, O. Product: O=C(Nc1ccc(F)c(C(=O)c2c[nH]c3ncccc23)c1F)OCc1ccccc1. As a reaction SMILES: [CH2:1]([c:2]1[cH:3][cH:4][cH:5][cH:6][cH:7]1)[O:8][C:9]([NH:10][c:11]1[c:12]([F:29])[c:13]([CH:18]([c:19]2[cH:20][nH:21][c:22]3[n:23][cH:24][cH:25][cH:26][c:27]23)[OH:28])[c:14]([F:17])[cH:15][cH:16]1)=[O:30].[O:31]1[CH2:32][CH2:33][CH2:34][CH2:35]1.[OH2:36]>>[CH2:1]([c:2]1[cH:3][cH:4][cH:5][cH:6][cH:7]1)[O:8][C:9]([NH:10][c:11]1[c:12]([F:29])[c:13]([C:18]([c:19]2[cH:20][nH:21][c:22]3[n:23][cH:24][cH:25][cH:26][c:27]23)=[O:28])[c:14]([F:17])[cH:15][cH:16]1)=[O:30].